This data is from the Open Reaction Database (ORD), a public repository of structured organic reaction records. The task is: describe an organic reaction: reactants, conditions, products, and yield Starting materials: C(=O)(N1C=NC=C1)N1C=NC=C1 (carbonyldiimidazole), C(C)(=O)OC=1C(=C(C2=C(CCC(O2)(C(=O)O)C)C1C)C)C (3,4-dihydro-6-acetoxy-2,5,7,8-tetramethyl-2H-1-benzopyran-2-carboxylic acid), N1CCNCC1 (piperazine). Solvent: ClC(C)Cl (dichloroethane), ClC(C)Cl (dichloroethane). Reaction conditions: time 1 hour. Yields the product C(C)(=O)OC=1C(=C(C2=C(CCC(O2)(C)C(=O)N2CCNCC2)C1C)C)C (1-[(3,4-dihydro-6-acetoxy-2,5,7,8-tetramethyl-2H-1-benzopyran-2-yl)carbonyl]piperazine). Reaction SMILES: [C:1]([O:4][C:5]1[C:6]([CH3:21])=[C:7]([CH3:20])[C:8]2[O:13][C:12]([CH3:17])([C:14]([OH:16])=O)[CH2:11][CH2:10][C:9]=2[C:18]=1[CH3:19])(=[O:3])[CH3:2].[C:22]([N:29]1[CH:33]=[CH:32][N:31]=[CH:30]1)(N1C=CN=C1)=O.N1CCNCC1>ClC(Cl)C>[C:1]([O:4][C:5]1[C:6]([CH3:21])=[C:7]([CH3:20])[C:8]2[O:13][C:12]([C:14]([N:29]3[CH2:33][CH2:32][NH:31][CH2:30][CH2:22]3)=[O:16])([CH3:17])[CH2:11][CH2:10][C:9]=2[C:18]=1[CH3:19])(=[O:3])[CH3:2]. Procedure details: 2.7 g (0.009 mol) of 3,4-dihydro-6-acetoxy-2,5,7,8-tetramethyl-2H-1-benzopyran-2-carboxylic acid are dissolved in 200 cm3 of anhydrous dichloroethane. 1 eq of carbonyldiimidazole (0.009 mol), i.e. 1.5 g, is added. The mixture is left to stir for 1 h and then 7.5 g of piperazine (0.009 mol) dissolved in 200 cm3 of dichloroethane are added. The oil obtained after evaporation is purified on a silica column by eluting with a CH2Cl2 /ethanol/NH4OH (88/10/2) mixture and crystallized from isopropyl eth...